This data is from the Open Reaction Database (ORD), a public repository of structured organic reaction records. The task is: describe an organic reaction: reactants, conditions, products, and yield Starting materials: CCOC(=O)C1Cc2ccc(NC(=O)OCc3ccccc3)cc2NC1=O, C1CCOC1, CO, [Cl-], Cl, [Na+], [Na+], [OH-]. The product is O=C(Nc1ccc2c(c1)NC(=O)C(C(=O)O)C2)OCc1ccccc1. RXN SMILES: [CH2:1]([c:2]1[cH:3][cH:4][cH:5][cH:6][cH:7]1)[O:8][C:9](=[O:10])[NH:11][c:12]1[cH:13][cH:14][c:15]2[c:20]([cH:21]1)[NH:19][C:18](=[O:22])[CH:17]([C:23](=[O:24])[O:25][CH2:26][CH3:27])[CH2:16]2.[CH2:28]1[O:29][CH2:30][CH2:31][CH2:32]1.[CH3:38][OH:39].[Cl-:37].[ClH:35].[Na+:34].[Na+:36].[OH-:33]>>[CH2:1]([c:2]1[cH:3][cH:4][cH:5][cH:6][cH:7]1)[O:8][C:9](=[O:10])[NH:11][c:12]1[cH:13][cH:14][c:15]2[c:20]([cH:21]1)[NH:19][C:18](=[O:22])[CH:17]([C:23](=[O:24])[OH:25])[CH2:16]2. Procedure details: The title compound was prepared from Intermediate 3 and 3-[(tetrazol-5-yl)aminomethyl]aniline using a similar method to that described for Example 4, except that anhydrous acetonitrile was used instead of tetrahydrofuran; the crude product was purified by flash chromatography (silica gel, dichloromethane-methanol, 95:5 to 90:10) and recrystallized from a mixture of methanol and ethyl acetate; mp 175°-178° C.; [α]D24 +17.4° (c=0.50, dimethylformamide); the spectroscopic properties of this materia... Reaction SMILES: [CH2:1]1[CH2:6][CH:5]([C:7]2([NH:20][C:21]([NH:23][C:24]3[CH:29]=[CH:28][CH:27]=[C:26](NC4NN=NN=4)[CH:25]=3)=[O:22])[N:13]=[CH:12][C:11]3[CH:14]=[CH:15][CH:16]=[CH:17][C:10]=3[N:9]([CH3:18])[C:8]2=[O:19])[CH2:4][CH2:3][CH2:2]1.[NH:36]1[C:40]([NH:41][CH2:42]C2C=C(C=CC=2)N)=[N:39][N:38]=[N:37]1>C(#N)C>[CH2:3]1[CH2:4][CH:5]([C@@:7]2([NH:20][C:21]([NH:23][C:24]3[CH:29]=[CH:28][CH:27]=[C:26]([CH2:42][NH:41][C:40]4[NH:39][N:38]=[N:37][N:36]=4)[CH:25]=3)=[O:22])[N:13]=[CH:12][C:11]3[CH:14]=[CH:15][CH:16]=[CH:17][C:10]=3[N:9]([CH3:18])[C:8]2=[O:19])[CH2:6][CH2:1][CH2:2]1. Solvent: C(C)#N (acetonitrile). Starting materials: C1CCCC(C1)C1(C(N(C2=C(C=N1)C=CC=C2)C)=O)NC(=O)NC2=CC(=CC=C2)NC2=NN=NN2 (N-[3(R,S)-5-Cyclohexyl-2,3-dihydro-1-methyl-2-oxo-1H-1,4-benzodiazepin-3-yl]-N'-[3-{(tetrazol-5-yl)amino}phenyl]urea), N1N=NN=C1NCC=1C=C(N)C=CC1 (3-[(tetrazol-5-yl)aminomethyl]aniline). Product: C1CCCC(C1)[C@@]1(C(N(C2=C(C=N1)C=CC=C2)C)=O)NC(=O)NC2=CC(=CC=C2)CNC2=NN=NN2 ((+)-N-[3(R)-5-Cyclohexyl-2,3-dihydro-1-methyl-2-oxo-1H-1,4-benzodiazepin-3-yl]-N'-[3-{(tetrazol-5-yl)aminomethyl}phenyl]urea). Starting materials: C1CN1, Cc1nc2c3c(c(C(=O)O)cc2n1C)CCC(c1ccccc1)O3, C1CCOC1, O. The product is Cc1nc2c3c(c(C(=O)N4CC4)cc2n1C)CCC(c1ccccc1)O3. Reaction SMILES: [CH2:25]1[CH2:26][NH:27]1.[CH3:1][c:2]1[n:3][c:4]2[c:5]([n:6]1[CH3:7])[cH:8][c:9]([C:22](=[O:23])[OH:24])[c:10]1[c:15]2[O:14][CH:13]([c:16]2[cH:17][cH:18][cH:19][cH:20][cH:21]2)[CH2:12][CH2:11]1.[O:29]1[CH2:30][CH2:31][CH2:32][CH2:33]1.[OH2:28]>>[CH3:1][c:2]1[n:3][c:4]2[c:5]([n:6]1[CH3:7])[cH:8][c:9]([C:22](=[O:24])[N:27]1[CH2:25][CH2:26]1)[c:10]1[c:15]2[O:14][CH:13]([c:16]2[cH:17][cH:18][cH:19][cH:20][cH:21]2)[CH2:12][CH2:11]1. Procedure: By the reaction and treatment in the same manner as in Example 82 using N-(4-isopropylphenyl)-8-nitrochroman-4-carboxamide (4.1 g) and 1-(tert-butyloxycarbonyl)-4-(hydroxymethyl)pyrazole (2.4 g) as starting materials, N-(4-isopropylphenyl)-8-nitro-N-[(pyrazol-4-yl)methyl]chroman-4-carboxamide (2.9 g) was obtained. Yields the product C(C)(C)C1=CC=C(C=C1)N(C(=O)C1CCOC2=C(C=CC=C12)[N+](=O)[O-])CC=1C=NNC1 (N-(4-isopropylphenyl)-8-nitro-N-[(pyrazol-4-yl)methyl]chroman-4-carboxamide). Reaction SMILES: [CH:1]([C:4]1[CH:9]=[CH:8][C:7]([NH:10][C:11]([CH:13]2[C:22]3[C:17](=[C:18]([N+:23]([O-:25])=[O:24])[CH:19]=[CH:20][CH:21]=3)[O:16][CH2:15][CH2:14]2)=[O:12])=[CH:6][CH:5]=1)([CH3:3])[CH3:2].C(OC([N:33]1[CH:37]=[C:36]([CH2:38]O)[CH:35]=[N:34]1)=O)(C)(C)C>>[CH:1]([C:4]1[CH:5]=[CH:6][C:7]([N:10]([CH2:38][C:36]2[CH:37]=[N:33][NH:34][CH:35]=2)[C:11]([CH:13]2[C:22]3[C:17](=[C:18]([N+:23]([O-:25])=[O:24])[CH:19]=[CH:20][CH:21]=3)[O:16][CH2:15][CH2:14]2)=[O:12])=[CH:8][CH:9]=1)([CH3:3])[CH3:2]. Isolated yield 57.3%. The reactants are C(C)(C)C1=CC=C(C=C1)NC(=O)C1CCOC2=C(C=CC=C12)[N+](=O)[O-] (N-(4-isopropylphenyl)-8-nitrochroman-4-carboxamide), C(C)(C)(C)OC(=O)N1N=CC(=C1)CO (1-(tert-butyloxycarbonyl)-4-(hydroxymethyl)pyrazole).